Dataset: the Open Reaction Database (ORD), a public repository of structured organic reaction records. Task: describe an organic reaction: reactants, conditions, products, and yield The reactants are BrN1C(CCC1=O)=O (N-bromosuccinimide), 3-(3-amino-pyrazol-1-yl)-propane-(R)-1,2-diol, N1=C(C=CC=C1C)C (2,6-lutidine), C1(=CC=CC=C1)P(C1=CC=CC=C1)C1=CC=CC=C1 (Triphenylphosphine), ClC=1C=C(C=CC1S(=O)(=O)C)[C@H](C(=O)NC1=NN(C=C1)C)CC1CCCC1 (3-[2(R)-(3-chloro-4-methanesulfonyl-phenyl)-3-cyclopentyl-propionylamino]-1-methyl-pyrazole), C(C)(=O)OCC (ethyl acetate). Run in C(Cl)Cl (methylene chloride), C(Cl)Cl (methylene chloride). Reaction conditions: temperature 0 celsius, time 3 hour. Yields the product ClC=1C=C(C=CC1S(=O)(=O)C)[C@H](C(=O)NC1=NN(C=C1)C[C@H](CO)O)CC1CCCC1 (2-(R)-(3-chloro-4-methanesulfonyl-phenyl)-3-cyclopentyl-N-[1-((R)-2,3-dihydroxy-propyl)-1H-pyrazol-3-yl]-propionamide). The yield is 35.0%. Reaction SMILES: C1(P(C2C=CC=CC=2)C2C=CC=CC=2)C=CC=CC=1.BrN1[C:25](=[O:26])[CH2:24]CC1=O.[Cl:28][C:29]1[CH:30]=[C:31]([C@@H:39]([CH2:49][CH:50]2[CH2:54][CH2:53][CH2:52][CH2:51]2)[C:40]([NH:42][C:43]2[CH:47]=[CH:46][N:45]([CH3:48])[N:44]=2)=[O:41])[CH:32]=[CH:33][C:34]=1[S:35]([CH3:38])(=[O:37])=[O:36].N1C(C)=CC=CC=1C.C(OCC)(=[O:65])C>C(Cl)Cl>[Cl:28][C:29]1[CH:30]=[C:31]([C@@H:39]([CH2:49][CH:50]2[CH2:51][CH2:52][CH2:53][CH2:54]2)[C:40]([NH:42][C:43]2[CH:47]=[CH:46][N:45]([CH2:48][C@@H:25]([OH:26])[CH2:24][OH:65])[N:44]=2)=[O:41])[CH:32]=[CH:33][C:34]=1[S:35]([CH3:38])(=[O:37])=[O:36]. Reported procedure: Triphenylphosphine (172 mg, 0.66 mmol) was dissolved in methylene chloride (3 mL) and cooled to 0° C. To this solution was added N-bromosuccinimide (133 mg, 0.75 mmol) and was stirred at 0° C. until it was completely dissolved and became light purple in color. The 2(R)-(3-chloro-4-methanesulfonyl-phenyl)-3-cyclopentyl-propionic acid (prepared as in PCT WO 2004/052869 A1, Example 1, 146 mg, 0.44 mmol) was then added and it was stirred at 0° C. for 15 min and then warmed to 25° C. and stirred for ... Reactants: [N-]=[N+]=NCC1Cc2cccc(-c3c(Cl)cccc3Cl)c2O1, Cl, c1ccc(P(c2ccccc2)c2ccccc2)cc1. Product: NCC1Cc2cccc(-c3c(Cl)cccc3Cl)c2O1. RXN SMILES: [Cl:1][c:2]1[c:3](-[c:9]2[cH:10][cH:11][cH:12][c:13]3[c:17]2[O:16][CH:15]([CH2:18][N:19]=[N+:20]=[N-:21])[CH2:14]3)[c:4]([Cl:8])[cH:5][cH:6][cH:7]1.[ClH:41].[c:22]1([P:23]([c:24]2[cH:25][cH:26][cH:27][cH:28][cH:29]2)[c:30]2[cH:31][cH:32][cH:33][cH:34][cH:35]2)[cH:36][cH:37][cH:38][cH:39][cH:40]1>>[Cl:1][c:2]1[c:3](-[c:9]2[cH:10][cH:11][cH:12][c:13]3[c:17]2[O:16][CH:15]([CH2:18][NH2:19])[CH2:14]3)[c:4]([Cl:8])[cH:5][cH:6][cH:7]1. The reactants are C(C)(C)(C)OC(=O)C1=NC(=NC(=C1OCC1=CC=CC=C1)O)CC1(CCCC1)C1=C(C=CC(=C1)Cl)Cl (5-benzyloxy-2-[1-(2,5-dichlorophenyl)-cyclopentylmethyl]-6-hydroxypyrimidine-4-carboxylic acid tert-butyl ester), C(C)(=O)OCC (ethyl acetate), Li(OH), O (H2O). Run in O1CCCC1.O (tetrahydrofuran H2O), CCCCCC (hexane). The product is C(C1=CC=CC=C1)OC=1C(=NC(=NC1O)CC1(CCCC1)C1=C(C=CC(=C1)Cl)Cl)C(=O)O (5-benzyloxy-2-[1-(2,5-dichlorophenyl)-cyclopentylmethyl]-6-hydroxypyrimidine-4-carboxylic acid). Yield: 72.5%. As a reaction SMILES: C([O:5][C:6]([C:8]1[C:13]([O:14][CH2:15][C:16]2[CH:21]=[CH:20][CH:19]=[CH:18][CH:17]=2)=[C:12]([OH:22])[N:11]=[C:10]([CH2:23][C:24]2([C:29]3[CH:34]=[C:33]([Cl:35])[CH:32]=[CH:31][C:30]=3[Cl:36])[CH2:28][CH2:27][CH2:26][CH2:25]2)[N:9]=1)=[O:7])(C)(C)C.O.C(OCC)(=O)C>O1CCCC1.O.CCCCCC>[CH2:15]([O:14][C:13]1[C:8]([C:6]([OH:7])=[O:5])=[N:9][C:10]([CH2:23][C:24]2([C:29]3[CH:34]=[C:33]([Cl:35])[CH:32]=[CH:31][C:30]=3[Cl:36])[CH2:25][CH2:26][CH2:27][CH2:28]2)=[N:11][C:12]=1[OH:22])[C:16]1[CH:17]=[CH:18][CH:19]=[CH:20][CH:21]=1 |f:3.4|. Procedure: To a stirred solution of 5-benzyloxy-2-[1-(2,5-dichlorophenyl)-cyclopentylmethyl]-6-hydroxypyrimidine-4-carboxylic acid tert-butyl ester (204) (2.0 g, 3.788 mmol) in tetrahydrofuran-H2O (2:1) (30 mL) Li(OH).H2O (1.591 g, 37.88 mmol) was added, then the reaction mixture was stirred under reflux for 16 h. Silica thin layer chromatography was performed (40% ethyl acetate in hexane, Rf=0.1). After completion of the reaction, volatiles were removed, the reaction mixture was diluted with water, the pH... Reactants: Cl (HCl), C(C)O (ethanol), C(C)(C)(C)OC(NCCS(=O)(=O)C=1C=2C=CN=CC2C=C(C1)C1=CC=C(C=C1)OC1OCCCC1)=O ((2-{7-[4-(Tetrahydro-pyran-2-yloxy)-phenyl]-isoquinoline-5-sulfonyl}-ethyl)-carbamic acid tert-butyl ester), Cl (Hydrochloric acid). The solvent is O (water), O (Water). Run at temperature 70 celsius, time 0.5 hour. Product: Cl.Cl.NCCS(=O)(=O)C1=C2C=CN=CC2=CC(=C1)C1=CC=C(C=C1)O (4-[5-(2-amino-ethanesulfonyl)-isoquinolin-7-yl]-phenol di-hydrochloride salt). Isolated yield 101.4%. RXN SMILES: C(O)C.C(OC(=O)[NH:10][CH2:11][CH2:12][S:13]([C:16]1[C:17]2[CH:18]=[CH:19][N:20]=[CH:21][C:22]=2[CH:23]=[C:24]([C:26]2[CH:31]=[CH:30][C:29]([O:32]C3CCCCO3)=[CH:28][CH:27]=2)[CH:25]=1)(=[O:15])=[O:14])(C)(C)C.[ClH:40]>O>[ClH:40].[ClH:40].[NH2:10][CH2:11][CH2:12][S:13]([C:16]1[CH:25]=[C:24]([C:26]2[CH:31]=[CH:30][C:29]([OH:32])=[CH:28][CH:27]=2)[CH:23]=[C:22]2[C:17]=1[CH:18]=[CH:19][N:20]=[CH:21]2)(=[O:14])=[O:15] |f:4.5.6|. Reported procedure: The 60 L reactor is charged with ethanol (24 L) and (2-{7-[4-(Tetrahydro-pyran-2-yloxy)-phenyl]-isoquinoline-5-sulfonyl}-ethyl)-carbamic acid tert-butyl ester (2.652 kg; 5.173 moles). The (2-{7-[4-(Tetrahydro-pyran-2-yloxy)-phenyl]-isoquinoline-5-sulfonyl}-ethyl)-carbamic acid tert-butyl ester is rinsed in with ethanol (2.6 L). Hydrochloric acid solution (31.9%; 1780 g; 15.6 moles) is diluted with water (1.42 L). This HCl solution is charged to the reactor and rinsed in with water (0.2 L). The r... As a reaction SMILES: [ClH:17].[F:1][c:2]1[c:3]([F:14])[c:4]([F:13])[c:5]([C:11]#[N:12])[c:6]([F:10])[c:7]1[C:8]#[N:9].[Na+:16].[OH-:15].[OH2:18]>>[F:1][c:2]1[c:3]([F:14])[c:4]([OH:15])[c:5]([C:11]#[N:12])[c:6]([F:10])[c:7]1[C:8]#[N:9]. Product: N#Cc1c(O)c(F)c(F)c(C#N)c1F. Reactants: Cl, N#Cc1c(F)c(F)c(F)c(C#N)c1F, [Na+], [OH-], O. Starting materials: C(C1=CC=CC=C1)(=O)C1C(=NN(C1=O)C1=CC=CC=C1)C (4-benzoyl-3-methyl-1-phenyl-2-pyrazolin-5-one), P(=O)(Cl)(Cl)Cl (phosphorus oxychloride), C(O)([O-])=O.[Na+] (sodium hydrogen carbonate). Run at temperature 100 celsius, time 30 minute. Yields the product ClC1=C(C(=NN1C1=CC=CC=C1)C)C(=O)C1=CC=CC=C1 ((5-chloro-3-methyl-1-phenyl-1H-pyrazol-4-yl)-phenyl-methanone). Reaction SMILES: [C:1]([CH:9]1[C:13](=O)[N:12]([C:15]2[CH:20]=[CH:19][CH:18]=[CH:17][CH:16]=2)[N:11]=[C:10]1[CH3:21])(=[O:8])[C:2]1[CH:7]=[CH:6][CH:5]=[CH:4][CH:3]=1.C(=O)([O-])O.[Na+].P(Cl)(Cl)([Cl:29])=O>>[Cl:29][C:13]1[N:12]([C:15]2[CH:20]=[CH:19][CH:18]=[CH:17][CH:16]=2)[N:11]=[C:10]([CH3:21])[C:9]=1[C:1]([C:2]1[CH:7]=[CH:6][CH:5]=[CH:4][CH:3]=1)=[O:8] |f:1.2|. Procedure details: A solution containing 2.0 g of 4-benzoyl-3-methyl-1-phenyl-2-pyrazolin-5-one (commercially available e.g. Aldrich 15,660-4) in 4 ml of phosphorus oxychloride was stirred under nitrogen at 100° C. for 30 min. The mixture was poured into 40 ml of saturated sodium hydrogen carbonate solution and extracted three times with 30 ml of dichloromethane. Combined extracts were dried over magnesium sulphate, filtered and evaporated to give 2.0 g of (5-chloro-3-methyl-1-phenyl-1H-pyrazol-4-yl)-phenyl-methan...